From a dataset of the Open Reaction Database (ORD), a public repository of structured organic reaction records. describe an organic reaction: reactants, conditions, products, and yield The reactants are C(C1=CC=CC=C1)=CC(=O)C1=CC=CC=C1 (benzalacetophenone), O.NN (hydrazine hydrate). Run in CO (methanol). Yields the product C1(=CC=CC=C1)C1=NNC(C1)C1=CC=CC=C1 (3,5-diphenyl-2-pyrazoline). Reaction SMILES: [CH:1](=[CH:8][C:9]([C:11]1[CH:16]=[CH:15][CH:14]=[CH:13][CH:12]=1)=O)[C:2]1[CH:7]=[CH:6][CH:5]=[CH:4][CH:3]=1.O.[NH2:18][NH2:19]>CO>[C:2]1([C:1]2[CH2:8][CH:9]([C:11]3[CH:16]=[CH:15][CH:14]=[CH:13][CH:12]=3)[NH:19][N:18]=2)[CH:7]=[CH:6][CH:5]=[CH:4][CH:3]=1 |f:1.2|. Reported procedure: There are reacted 12.5 parts of benzalacetophenone and 3.1 parts (by volume) of hydrazine hydrate in methanol to form 3,5-diphenyl-2-pyrazoline. To the latter is added then 5% palladium on carbon catalyst (2 parts) and the reaction mixture is heated at reflux for 1 hour and 20 minutes. The product, 3,5-diphenylpyrazole, is obtained in 97.8% yield. The reactants are C(CCCCCCC\C=C/CCCCCCCC)O (Oleyl alcohol), N1=CC=CC=C1 (pyridine), C(CCC)(=O)Cl (Butyryl chloride). Solvent: CCOCC (ether). Yields the product C(CCC)(=O)OCCCCCCCC\C=C/CCCCCCCC (Oleyl Butyrate). Yield: 34.2%. Reaction SMILES: [CH2:1]([OH:19])[CH2:2][CH2:3][CH2:4][CH2:5][CH2:6][CH2:7][CH2:8]/[CH:9]=[CH:10]\[CH2:11][CH2:12][CH2:13][CH2:14][CH2:15][CH2:16][CH2:17][CH3:18].N1C=CC=CC=1.[C:26](Cl)(=[O:30])[CH2:27][CH2:28][CH3:29]>CCOCC>[C:26]([O:19][CH2:1][CH2:2][CH2:3][CH2:4][CH2:5][CH2:6][CH2:7][CH2:8]/[CH:9]=[CH:10]\[CH2:11][CH2:12][CH2:13][CH2:14][CH2:15][CH2:16][CH2:17][CH3:18])(=[O:30])[CH2:27][CH2:28][CH3:29]. Procedure: Oleyl alcohol (40 g, Eastman) and anhydrous pyridine (10 ml) were added to a 100 ml round-bottom flask equipped with a magnetic stirrer. The mixture was stirred and cooled in an ice bath for five minutes. Butyryl chloride (15.0 g, 0.14 mol, Eastman) was added dropwise via an addition funnel. The reaction mixture was stirred for 15 minutes at 5° and at room temperature for an hour. It was then diluted with ether and filtered. The filtrate was dried over sodium sulfate. Volatiles were removed unde... Starting materials: CCOC(=O)c1ccc(NCc2ccc(OCc3ccccc3)cc2)cc1, CCO, Cl, [K+], [OH-], O. The product is O=C(O)c1ccc(NCc2ccc(OCc3ccccc3)cc2)cc1. RXN SMILES: [CH2:1]([c:2]1[cH:3][cH:4][cH:5][cH:6][cH:7]1)[O:8][c:9]1[cH:10][cH:11][c:12]([CH2:13][NH:14][c:15]2[cH:16][cH:17][c:18]([C:19](=[O:20])[O:21][CH2:22][CH3:23])[cH:24][cH:25]2)[cH:26][cH:27]1.[CH2:32]([OH:33])[CH3:34].[ClH:30].[K+:29].[OH-:28].[OH2:31]>>[CH2:1]([c:2]1[cH:3][cH:4][cH:5][cH:6][cH:7]1)[O:8][c:9]1[cH:10][cH:11][c:12]([CH2:13][NH:14][c:15]2[cH:16][cH:17][c:18]([C:19](=[O:20])[OH:21])[cH:24][cH:25]2)[cH:26][cH:27]1. Reactants: COC1=CC=NC2=CC(=CC=C12)C(F)(F)F (4-methoxy-7-trifluoromethylquinoline), ClC1=CC(=CC=C1)C(=O)OO (m-chloroperbenzoic acid), C(O)([O-])=O.[Na+] (sodium hydrogen carbonate). Run in C(Cl)(Cl)Cl (chloroform). Run at time 16 hour. Product: COC1=CC=[N+](C2=CC(=CC=C12)C(F)(F)F)[O-] (4-methoxy-7-trifluoromethylquinoline N-oxide). RXN SMILES: [CH3:1][O:2][C:3]1[C:12]2[C:7](=[CH:8][C:9]([C:13]([F:16])([F:15])[F:14])=[CH:10][CH:11]=2)[N:6]=[CH:5][CH:4]=1.ClC1C=CC=C(C(OO)=[O:25])C=1.C(=O)([O-])O.[Na+]>C(Cl)(Cl)Cl>[CH3:1][O:2][C:3]1[C:12]2[C:7](=[CH:8][C:9]([C:13]([F:16])([F:14])[F:15])=[CH:10][CH:11]=2)[N+:6]([O-:25])=[CH:5][CH:4]=1 |f:2.3|. Reported procedure: To 15 mL of a chloroform solution containing 1.06 g of 4-methoxy-7-trifluoromethylquinoline, 1.36 g of m-chloroperbenzoic acid was added, and the mixture was stirred at room temperature for 16 hours. The reaction mixture was added with 20 mL of an aqueous saturated sodium hydrogen carbonate solution. The organic layer was separated, and the aqueous layer was extracted with chloroform. The organic layer and the extract were combined, the resultant solution was washed with an aqueous saturated sod...